describe an organic reaction: reactants, conditions, products, and yield From a dataset of the Open Reaction Database (ORD), a public repository of structured organic reaction records. Reactants: C(#N)[BH3-].[Na+] (sodium cyanoborohydride), O (Water), [OH-].[Na+] (NaOH), Cl.FC=1C=C(C=C(C1)F)C=1C=2C3=C(NC2C=CC1)CCNCC3 (10-(3,5-difluorophenyl)-1,2,3,4,5,6-hexahydroazepino[4,5-b]indole hydrochloride). Solvent: CO (MeOH), C(=O)(C(F)(F)F)O (TFA). Reaction conditions: temperature 0 celsius, time 2 hour. The product is FC=1C=C(C=C(C1)F)C=1C=2[C@H]3[C@@H](NC2C=CC1)CCNCC3 ((5aS*,10bS*)-10-(3,5-difluorophenyl)-1,2,3,4,5,5a,6,10b-octahydroazepino[4,5-b]indole). Reaction SMILES: C([BH3-])#N.[Na+].O.[OH-].[Na+].Cl.[F:9][C:10]1[CH:11]=[C:12]([C:17]2[C:18]3[C:19]4[CH2:30][CH2:29][NH:28][CH2:27][CH2:26][C:20]=4[NH:21][C:22]=3[CH:23]=[CH:24][CH:25]=2)[CH:13]=[C:14]([F:16])[CH:15]=1>C(O)(C(F)(F)F)=O.CO>[F:9][C:10]1[CH:11]=[C:12]([C:17]2[C:18]3[C@@H:19]4[CH2:30][CH2:29][NH:28][CH2:27][CH2:26][C@@H:20]4[NH:21][C:22]=3[CH:23]=[CH:24][CH:25]=2)[CH:13]=[C:14]([F:16])[CH:15]=1 |f:0.1,3.4,5.6|. Reported procedure: In a 50 mL 2-neck round-bottomed flask 10-(3,5-difluorophenyl)-1,2,3,4,5,6-hexahydroazepino[4,5-b]indole hydrochloride was dissolved in TFA (3 mL) and cooled to 0° C. A solution of sodium cyanoborohydride (0.084 g, 1.34 mmol) in MeOH was added and the mixture was stirred at room temperature for 2 h. Water was added, followed by 15% NaOH until the pH of the mixture was basic, and the mixture was extracted with EtOAc. The organic layer was concentrated to give 0.21 g of a brown oil. Column chromat...